Dataset: the Open Reaction Database (ORD), a public repository of structured organic reaction records. Task: describe an organic reaction: reactants, conditions, products, and yield Reactants: [BH4-], CCO, CC1(C2CCCC2)Cc2cc(CC(N)=O)c(Cl)c(Cl)c2C1=O, [Na+], O. The product is CC1(C2CCCC2)Cc2cc(CC(N)=O)c(Cl)c(Cl)c2C1O. Reaction SMILES: [BH4-:23].[CH3:26][CH2:27][OH:28].[Cl:1][c:2]1[c:3]([CH2:19][C:20](=[O:21])[NH2:22])[cH:4][c:5]2[c:9]([c:10]1[Cl:11])[C:8](=[O:12])[C:7]([CH3:13])([CH:14]1[CH2:15][CH2:16][CH2:17][CH2:18]1)[CH2:6]2.[Na+:24].[OH2:25]>>[Cl:1][c:2]1[c:3]([CH2:19][C:20](=[O:21])[NH2:22])[cH:4][c:5]2[c:9]([c:10]1[Cl:11])[CH:8]([OH:12])[C:7]([CH3:13])([CH:14]1[CH2:15][CH2:16][CH2:17][CH2:18]1)[CH2:6]2. Reactants: O=S(=O)(Cl)c1cccc(F)c1, Nc1ccc2[nH]nc(NC(=O)c3ccccc3)c2c1, c1ccncc1. Yields the product O=C(Nc1n[nH]c2ccc(NS(=O)(=O)c3cccc(F)c3)cc12)c1ccccc1. RXN SMILES: [F:20][c:21]1[cH:22][c:23]([S:27](=[O:28])(=[O:29])[Cl:30])[cH:24][cH:25][cH:26]1.[NH2:1][c:2]1[cH:3][c:4]2[c:5]([NH:11][C:12]([c:13]3[cH:14][cH:15][cH:16][cH:17][cH:18]3)=[O:19])[n:6][nH:7][c:8]2[cH:9][cH:10]1.[cH:31]1[cH:32][cH:33][n:34][cH:35][cH:36]1>>[NH:1]([c:2]1[cH:3][c:4]2[c:5]([NH:11][C:12]([c:13]3[cH:14][cH:15][cH:16][cH:17][cH:18]3)=[O:19])[n:6][nH:7][c:8]2[cH:9][cH:10]1)[S:27]([c:23]1[cH:22][c:21]([F:20])[cH:26][cH:25][cH:24]1)(=[O:28])=[O:29]. Reactants: NC1=NC(=CC(=N1)NC1=CC=CC=C1)C (2-amino-4-anilino-6-methylpyrimidine), C([O-])([O-])=O.[K+].[K+] (potassium carbonate), C(C=CC)Br (crotyl bromide). Run in CC(=O)C (acetone). Yields the product N(C1=CC=CC=C1)C1=NC(=NC(=C1)C)NCC=CC (4-anilino-2-crotylamino-6-methylpyrimidine). RXN SMILES: [NH2:1][C:2]1[N:7]=[C:6]([NH:8][C:9]2[CH:14]=[CH:13][CH:12]=[CH:11][CH:10]=2)[CH:5]=[C:4]([CH3:15])[N:3]=1.C(=O)([O-])[O-].[K+].[K+].[CH2:22](Br)[CH:23]=[CH:24][CH3:25]>CC(C)=O>[NH:8]([C:6]1[CH:5]=[C:4]([CH3:15])[N:3]=[C:2]([NH:1][CH2:22][CH:23]=[CH:24][CH3:25])[N:7]=1)[C:9]1[CH:14]=[CH:13][CH:12]=[CH:11][CH:10]=1 |f:1.2.3|. Procedure details: A mixture of 2-amino-4-anilino-6-methylpyrimidine (1 g) (5 mM), potassium carbonate (0.4 g, 5.5 mM), crotyl bromide (0.61 ml) (5 mM) and acetone (25 ml) was heated at reflux for 20 hours. The solvent was then evaporated and the residue triturated with methylene chloride. The methylene chloride extracts were combined and the solvent removed by evaporation. The residual syrup was purified by flash chromatography using Merck 9835 silica (200 g) and eluting with 5% v/v methanol/methylene chloride. T... Reactants: FC(C1CC(=O)OC(C1)=O)(F)F (3-(trifluoromethyl)glutaric anhydride), ClC1=CC(=C(N)C=C1OCC#C)F (4-chloro-2-fluoro-5-propargyloxyaniline). The solvent is C(Cl)Cl (methylene chloride), C(Cl)Cl (CH2Cl2). Yields the product ClC1=CC(=C(C=C1OCC#C)NC(CC(CC(=O)O)C(F)(F)F)=O)F (N-(4-chloro-2'-fluoro-5'-propargyloxyphenyl)-3-(trifluoromethyl)glutaramic acid). Reaction SMILES: [F:1][C:2]([F:12])([F:11])[CH:3]1[CH2:9][C:8](=[O:10])[O:7][C:5](=[O:6])[CH2:4]1.[Cl:13][C:14]1[C:20]([O:21][CH2:22][C:23]#[CH:24])=[CH:19][C:17]([NH2:18])=[C:16]([F:25])[CH:15]=1>C(Cl)Cl>[Cl:13][C:14]1[C:20]([O:21][CH2:22][C:23]#[CH:24])=[CH:19][C:17]([NH:18][C:8](=[O:10])[CH2:9][CH:3]([C:2]([F:1])([F:12])[F:11])[CH2:4][C:5]([OH:7])=[O:6])=[C:16]([F:25])[CH:15]=1. Procedure: Into a 1 liter three-necked round-bottomed flask equipped with overhead stirrer, dropping funnel, thermometer and nitrogen (N2) inlet were placed 3-(trifluoromethyl)glutaric anhydride (18.2 g, 0.100 mol) and methylene chloride (CH2Cl2) (250 ml). The mixture was stirred to homogeneity and a solution of 4-chloro-2-fluoro-5-propargyloxyaniline (19.9 g, 0.100 mol) in CH2Cl2 (50 ml) was added dropwise over 10 minutes to give a clear solution. The mixture was stirred overnight at ambient temperature, ...